Dataset: the Open Reaction Database (ORD), a public repository of structured organic reaction records. Task: describe an organic reaction: reactants, conditions, products, and yield Yields the product C(C)OC(=O)N1C(N(C(=C1C1=CC=NN1C1=CC=C(C=C1)C#N)C)C1=CC(=CC=C1)C(F)(F)F)=O (Ethyl-5-[1-(4-cyanophenyl)-1H-pyrazol-5-yl]-4-methyl-2-oxo-3-[3-(trifluoromethyl)phenyl]-2,3-dihydro-1H-imidazole-1-carboxylate). RXN SMILES: [H-].[Na+].[CH3:3][C:4]1[N:8]([C:9]2[CH:14]=[CH:13][CH:12]=[C:11]([C:15]([F:18])([F:17])[F:16])[CH:10]=2)[C:7](=[O:19])[NH:6][C:5]=1[C:20]1[N:24]([C:25]2[CH:32]=[CH:31][C:28]([C:29]#[N:30])=[CH:27][CH:26]=2)[N:23]=[CH:22][CH:21]=1.Cl[C:34]([O:36][CH2:37][CH3:38])=[O:35].O>CN(C=O)C>[CH2:37]([O:36][C:34]([N:6]1[C:5]([C:20]2[N:24]([C:25]3[CH:26]=[CH:27][C:28]([C:29]#[N:30])=[CH:31][CH:32]=3)[N:23]=[CH:22][CH:21]=2)=[C:4]([CH3:3])[N:8]([C:9]2[CH:14]=[CH:13][CH:12]=[C:11]([C:15]([F:18])([F:17])[F:16])[CH:10]=2)[C:7]1=[O:19])=[O:35])[CH3:38] |f:0.1|. Solvent: CN(C)C=O (DMF). Isolated yield 55.2%. The reactants are O (water), [H-].[Na+] (Sodium hydride), CC1=C(NC(N1C1=CC(=CC=C1)C(F)(F)F)=O)C1=CC=NN1C1=CC=C(C#N)C=C1 (4-(5-{5-methyl-2-oxo-1-[3-(trifluoromethyl)phenyl]-2,3-dihydro-1H-imidazol-4-yl}-1H-pyrazol-1-yl)benzonitrile), ClC(=O)OCC (ethyl chloroformate). Reported procedure: Sodium hydride (38 mg of a 60% dispersion in mineral oil, 0.95 mmol) was added to a solution of 4-(5-{5-methyl-2-oxo-1-[3-(trifluoromethyl)phenyl]-2,3-dihydro-1H-imidazol-4-yl}-1H-pyrazol-1-yl)benzonitrile (Example 1) (300 mg, 0.73 mmol) in DMF under a nitrogen atmosphere. The mixture was stirred for 5 minutes and the resultant yellow solution was treated with ethyl chloroformate (104 mg, 0.091 mL, 0.95 mmol). The mixture was stirred for 1 h then treated with water and extracted with EtOAc. The ... Run at time 5 minute. Starting materials: CCOC(C)=O, O=C=Nc1ccccc1Cl, CCOC(=S)c1cnc(C)nc1N. Product: CCOC(=S)c1cnc(C)nc1NC(=O)Nc1ccccc1Cl. As a reaction SMILES: [CH3:24][CH2:25][O:26][C:27](=[O:28])[CH3:29].[Cl:14][c:15]1[c:16]([N:21]=[C:22]=[O:23])[cH:17][cH:18][cH:19][cH:20]1.[NH2:1][c:2]1[n:3][c:4]([CH3:13])[n:5][cH:6][c:7]1[C:8](=[S:9])[O:10][CH2:11][CH3:12]>>[NH:1]([c:2]1[n:3][c:4]([CH3:13])[n:5][cH:6][c:7]1[C:8](=[S:9])[O:10][CH2:11][CH3:12])[C:22]([NH:21][c:16]1[c:15]([Cl:14])[cH:20][cH:19][cH:18][cH:17]1)=[O:23]. The product is CCOC(=O)c1nc(-c2ccc(N3CCOCC3)nc2)sc1Nc1cccc(C(CO)N2CCOCC2)n1. Reaction SMILES: [Br:24][c:25]1[cH:26][cH:27][cH:28][c:29]([CH:31]([CH2:32][OH:33])[N:34]2[CH2:35][CH2:36][O:37][CH2:38][CH2:39]2)[n:30]1.[C:40](=[O:41])([O-:42])[O-:43].[C:46]([OH:47])([CH2:48][CH3:49])([CH3:50])[CH3:51].[K+:44].[K+:45].[NH2:1][c:2]1[c:3]([C:19](=[O:20])[O:21][CH2:22][CH3:23])[n:4][c:5](-[c:7]2[cH:8][n:9][c:10]([N:13]3[CH2:14][CH2:15][O:16][CH2:17][CH2:18]3)[cH:11][cH:12]2)[s:6]1.[O:54]=[C:55]([CH:56]=[CH:57][c:58]1[cH:59][cH:60][cH:61][cH:62][cH:63]1)[CH:64]=[CH:65][c:66]1[cH:67][cH:68][cH:69][cH:70][cH:71]1.[O:72]=[C:73]([CH:74]=[CH:75][c:76]1[cH:77][cH:78][cH:79][cH:80][cH:81]1)[CH:82]=[CH:83][c:84]1[cH:85][cH:86][cH:87][cH:88][cH:89]1.[O:90]=[C:91]([CH:92]=[CH:93][c:94]1[cH:95][cH:96][cH:97][cH:98][cH:99]1)[CH:100]=[CH:101][c:102]1[cH:103][cH:104][cH:105][cH:106][cH:107]1.[Pd:52].[Pd:53]>>[NH:1]([c:2]1[c:3]([C:19](=[O:20])[O:21][CH2:22][CH3:23])[n:4][c:5](-[c:7]2[cH:8][n:9][c:10]([N:13]3[CH2:14][CH2:15][O:16][CH2:17][CH2:18]3)[cH:11][cH:12]2)[s:6]1)[c:25]1[cH:26][cH:27][cH:28][c:29]([CH:31]([CH2:32][OH:33])[N:34]2[CH2:35][CH2:36][O:37][CH2:38][CH2:39]2)[n:30]1. The reactants are OCC(c1cccc(Br)n1)N1CCOCC1, O=C([O-])[O-], CCC(C)(C)O, [K+], [K+], CCOC(=O)c1nc(-c2ccc(N3CCOCC3)nc2)sc1N, O=C(C=Cc1ccccc1)C=Cc1ccccc1, O=C(C=Cc1ccccc1)C=Cc1ccccc1, O=C(C=Cc1ccccc1)C=Cc1ccccc1, [Pd], [Pd]. Starting materials: [N+](=O)([O-])C1=C(COCCNC(OC(C)(C)C)=O)C=CC=C1 (tert-butyl (2-((2-nitrobenzyl)oxy)ethyl)carbamate), [Cl-].[NH4+] (ammonium chloride), C(C)(=O)OCC (ethyl acetate). The reagents and catalysts are [Fe] (iron). The solvent is C(C)O (ethanol), O (water). Run at temperature 80 celsius, time 2 hour. The product is NC1=C(COCCNC(OC(C)(C)C)=O)C=CC=C1 (tert-butyl (2-((2-aminobenzyl)oxy)ethyl)carbamate). The yield is 43.3%. RXN SMILES: [N+:1]([C:4]1[CH:21]=[CH:20][CH:19]=[CH:18][C:5]=1[CH2:6][O:7][CH2:8][CH2:9][NH:10][C:11](=[O:17])[O:12][C:13]([CH3:16])([CH3:15])[CH3:14])([O-])=O.[Cl-].[NH4+].C(OCC)(=O)C>C(O)C.O.[Fe]>[NH2:1][C:4]1[CH:21]=[CH:20][CH:19]=[CH:18][C:5]=1[CH2:6][O:7][CH2:8][CH2:9][NH:10][C:11](=[O:17])[O:12][C:13]([CH3:16])([CH3:15])[CH3:14] |f:1.2|. Procedure: To a solution of tert-butyl (2-((2-nitrobenzyl)oxy)ethyl)carbamate (C11, 154 mg) in ethanol (5 mL) and water (1 mL), iron powder (174 mg) and ammonium chloride (167 mg) were added at room temperature, and the mixture was stirred at 80° C. for 2 hours. The reaction mixture was cooled to room temperature, and then ethyl acetate was added to the reaction mixture. The insoluble matter was removed by filtration through Cerite, and then the solvent was evaporated under reduced pressure. The obtained r... Starting materials: C1(CCCC1)OC=1C=C(C=CC1OC)C(C(=O)O)OC ((RS)-(3-Cyclopentyloxy-4-methoxy-phenyl)-methoxy-acetic acid), NCC1=CC=C(C#N)C=C1 (4-aminomethyl benzonitrile). Yields the product C(#N)C1=CC=C(CNC(C(OC)C2=CC(=C(C=C2)OC)OC2CCCC2)=O)C=C1 ((RS)-N-(4-cyano-benzyl)-2-(3-cyclopentyloxy-4-methoxy-phenyl)-2-methoxy-acetamide). RXN SMILES: [CH:1]1([O:6][C:7]2[CH:8]=[C:9]([CH:15]([O:19][CH3:20])[C:16]([OH:18])=O)[CH:10]=[CH:11][C:12]=2[O:13][CH3:14])[CH2:5][CH2:4][CH2:3][CH2:2]1.[NH2:21][CH2:22][C:23]1[CH:30]=[CH:29][C:26]([C:27]#[N:28])=[CH:25][CH:24]=1>>[C:22]([C:23]1[CH:30]=[CH:29][C:26]([CH2:27][NH:28][C:16](=[O:18])[CH:15]([C:9]2[CH:10]=[CH:11][C:12]([O:13][CH3:14])=[C:7]([O:6][CH:1]3[CH2:2][CH2:3][CH2:4][CH2:5]3)[CH:8]=2)[O:19][CH3:20])=[CH:25][CH:24]=1)#[N:21]. Reported procedure: (RS)-(3-Cyclopentyloxy-4-methoxy-phenyl)-methoxy-acetic acid was coupled with 4-aminomethyl benzonitrile according to general procedure B to give (RS)-N-(4-cyano-benzyl)-2-(3-cyclopentyloxy-4-methoxy-phenyl)-2-methoxy-acetamide. Colorless solid.